Dataset: the Open Reaction Database (ORD), a public repository of structured organic reaction records. Task: describe an organic reaction: reactants, conditions, products, and yield The reactants are CC(C)(C)[N+](=O)[O-], CC(=O)O, CCO, O=Cc1cccc(F)c1, [Zn]. The product is CC(C)(C)[N+]([O-])=Cc1cccc(F)c1. RXN SMILES: [CH3:10][C:11]([CH3:12])([CH3:13])[N+:14](=[O:15])[O-:16].[CH3:17][C:18](=[O:19])[OH:20].[CH3:21][CH2:22][OH:23].[F:1][c:2]1[cH:3][c:4]([CH:5]=[O:6])[cH:7][cH:8][cH:9]1.[Zn:24]>>[F:1][c:2]1[cH:3][c:4]([CH:5]=[N+:14]([C:11]([CH3:10])([CH3:12])[CH3:13])[O-:15])[cH:7][cH:8][cH:9]1. The reactants are CC(=O)c1ccccc1O, O=Cc1cc(O)c(O)c([N+](=O)[O-])c1. The product is O=C(C=Cc1cc(O)c(O)c([N+](=O)[O-])c1)c1ccccc1O. Reaction SMILES: [OH:14][c:15]1[c:16]([C:21]([CH3:22])=[O:23])[cH:17][cH:18][cH:19][cH:20]1.[OH:1][c:2]1[cH:3][c:4]([CH:5]=[O:6])[cH:7][c:8]([N+:11](=[O:12])[O-:13])[c:9]1[OH:10]>>[OH:1][c:2]1[cH:3][c:4]([CH:5]=[CH:22][C:21]([c:16]2[c:15]([OH:14])[cH:20][cH:19][cH:18][cH:17]2)=[O:23])[cH:7][c:8]([N+:11](=[O:12])[O-:13])[c:9]1[OH:10]. Starting materials: C(C1=CC=CC=C1)N(CC(=O)OCC)CP(=O)(OCC)OCC (ethyl 2-(benzyl((diethoxyphosphoryl)methyl)amino)acetate). The reagents and catalysts are [Pd] (Pd/C). Run in C(C)O (ethanol), C(C)(=O)O (acetic acid). Run at temperature 50 celsius, time 32 hour. Yields the product C(C)OP(=O)(OCC)CNCC(=O)OCC (ethyl 2-((diethoxyphosphoryl)methylamino)acetate). Reaction SMILES: C([N:8]([CH2:15][P:16]([O:21][CH2:22][CH3:23])([O:18][CH2:19][CH3:20])=[O:17])[CH2:9][C:10]([O:12][CH2:13][CH3:14])=[O:11])C1C=CC=CC=1>C(O)C.C(O)(=O)C.[Pd]>[CH2:22]([O:21][P:16]([CH2:15][NH:8][CH2:9][C:10]([O:12][CH2:13][CH3:14])=[O:11])([O:18][CH2:19][CH3:20])=[O:17])[CH3:23]. Procedure details: A 250-mL pressure tank reactor was purged, flushed and maintained with a hydrogen atmosphere, then, was added a solution of ethyl 2-(benzyl((diethoxyphosphoryl)methyl)amino)acetate (8.0 g, 23.32 mmol, 1.00 equiv) in ethanol (180 mL), acetic acid (10 mL), Pd/C (0.9 g). The resulting solution was stirred at 20 atm for 32 h at 50° C. The solids were filtered out, and the resulting mixture was concentrated under vacuum. This resulted in 6.0 g (82%) of the acetic acid salt of ethyl 2-((diethoxyphosph... Run in CC(C)O (isopropyl alcohol), CC(C)O (isopropylalcohol). Starting materials: C(c1ccc(nc1[Cl])[Cl])=O, CC1=CN=C(C=C1)N, [C-]#[N+]C1CCCCC1. Isolated yield 2.5%. Reaction conditions: temperature 22 celsius, time 20 hour. The reagents and catalysts are O=C(O)C(F)(F)F (trifluoroacetic acid). Yields the product Cc1ccc2nc(c3ccc(nc3[Cl])[Cl])c(NC3CCCCC3)n2c1. As a reaction SMILES: CC1=CC=C(N)N=C1.[C-]#[N+]C1CCCCC1.ClC1=CC=C(C=O)C(Cl)=N1>>CC1=CN2C(C=C1)=NC(=C2NC1CCCCC1)C1=CC=C(Cl)N=C1Cl. Reactants: COc1ccc(N2CCN(c3ccc([N+](=O)[O-])cc3)CC2)cc1, CO, [H][H], C1CCOC1. Product: COc1ccc(N2CCN(c3ccc(N)cc3)CC2)cc1. As a reaction SMILES: [CH3:1][O:2][c:3]1[cH:4][cH:5][c:6]([N:9]2[CH2:10][CH2:11][N:12]([c:15]3[cH:16][cH:17][c:18]([N+:21]([O-:22])=[O:23])[cH:19][cH:20]3)[CH2:13][CH2:14]2)[cH:7][cH:8]1.[CH3:24][OH:25].[H:26][H:27].[O:28]1[CH2:29][CH2:30][CH2:31][CH2:32]1>>[CH3:1][O:2][c:3]1[cH:4][cH:5][c:6]([N:9]2[CH2:10][CH2:11][N:12]([c:15]3[cH:16][cH:17][c:18]([NH2:21])[cH:19][cH:20]3)[CH2:13][CH2:14]2)[cH:7][cH:8]1. Starting materials: CC(C)C(C)(NC(=O)c1nc2ccccc2cc1C(=O)O)C(N)=O, Cl, [Na+], [OH-], O. Yields the product CC(C)C1(C)N=C(c2nc3ccccc3cc2C(=O)O)NC1=O. As a reaction SMILES: [C:1]([NH2:2])(=[O:3])[C:4]([CH:5]([CH3:6])[CH3:7])([CH3:8])[NH:9][C:10](=[O:11])[c:12]1[n:13][c:14]2[cH:15][cH:16][cH:17][cH:18][c:19]2[cH:20][c:21]1[C:22](=[O:23])[OH:24].[ClH:27].[Na+:26].[OH-:25].[OH2:28]>>[C:1]1(=[O:3])[NH:2][C:10]([c:12]2[n:13][c:14]3[cH:15][cH:16][cH:17][cH:18][c:19]3[cH:20][c:21]2[C:22](=[O:23])[OH:24])=[N:9][C:4]1([CH:5]([CH3:6])[CH3:7])[CH3:8].